Dataset: the Open Reaction Database (ORD), a public repository of structured organic reaction records. Task: describe an organic reaction: reactants, conditions, products, and yield Starting materials: ClC1=C(C=CC(=C1)Cl)C(C)=O (2′,4′-dichloroacetophenone), BrBr (Br2), BrBr (Br2), [Al+3].[Cl-].[Cl-].[Cl-] (AlCl3). Solvent: Hexanes, CCOCC (ether). Conditions: temperature 0 celsius. Product: BrCC(=O)C1=C(C=C(C=C1)Cl)Cl (2-Bromo-2′,4′-dichloroacetophenone). Reaction SMILES: [Cl:1][C:2]1[CH:7]=[C:6]([Cl:8])[CH:5]=[CH:4][C:3]=1[C:9](=[O:11])[CH3:10].[Al+3].[Cl-].[Cl-].[Cl-].[Br:16]Br>CCOCC>[Br:16][CH2:10][C:9]([C:3]1[CH:4]=[CH:5][C:6]([Cl:8])=[CH:7][C:2]=1[Cl:1])=[O:11] |f:1.2.3.4|. Procedure: 25 g (0.1322 mol) of 2′,4′-dichloroacetophenone was placed in a three-neck round bottom flask equipped with a magnetic stir bar, reflux condenser, and dropping funnel. Anhydrous ether (30 mL) and AlCl3 (0.20 g) were added. The solution was stoppered and cooled to 0° C. in an ice bath. Br2 (21.13 g, 0.1322 mol) was added dropwise (at a rate of approximately 0.5 mL/min). After addition of Br2 was complete, HBr and the solvent were removed under reduced pressure. The remaining HBr was removed by bl... RXN SMILES: [CH3:26][CH2:27][OH:28].[NH2:1][c:2]1[n:3][c:4]([NH:20][CH2:21][CH2:22][CH2:23][CH2:24][CH3:25])[c:5]([C:9]#[C:10][CH2:11][NH:12][C:13]([O:14][C:15]([CH3:16])([CH3:17])[CH3:18])=[O:19])[c:6]([CH3:8])[n:7]1>>[NH2:1][c:2]1[n:3][c:4]([NH:20][CH2:21][CH2:22][CH2:23][CH2:24][CH3:25])[c:5]([CH2:9][CH2:10][CH2:11][NH:12][C:13]([O:14][C:15]([CH3:16])([CH3:17])[CH3:18])=[O:19])[c:6]([CH3:8])[n:7]1. The product is CCCCCNc1nc(N)nc(C)c1CCCNC(=O)OC(C)(C)C. The reactants are CCO, CCCCCNc1nc(N)nc(C)c1C#CCNC(=O)OC(C)(C)C. Starting materials: FC1=CC=C(CBr)C=C1 (4-fluorobenzyl bromide), O (water), [H-].[Na+] (Sodium hydride), C(C)(C)(C)OC(CN1CCC(CC1)C1=NNC2=CC(=CC=C12)Br)=O ([4-(6-bromo-1H-indazol-3-yl)-piperidin-1-yl]-acetic acid tert-butyl ester). Run in CN(C)C=O (DMF), CN(C)C=O (DMF). Conditions: time 16 hour. Yields the product N (ammonia), C(C)(C)(C)OC(CN1CCC(CC1)C1=NN(C2=CC(=CC=C12)Br)CC1=CC=C(C=C1)F)=O ({4-[6-Bromo-1-(4-fluoro-benzyl)-1H-indazol-3-yl]-piperidin-1-yl}-acetic acid tert-butyl ester). Reaction SMILES: [H-].[Na+].[C:3]([O:7][C:8](=[O:26])[CH2:9][N:10]1[CH2:15][CH2:14][CH:13]([C:16]2[C:24]3[C:19](=[CH:20][C:21]([Br:25])=[CH:22][CH:23]=3)[NH:18][N:17]=2)[CH2:12][CH2:11]1)([CH3:6])([CH3:5])[CH3:4].[F:27][C:28]1[CH:35]=[CH:34][C:31]([CH2:32]Br)=[CH:30][CH:29]=1.O>CN(C=O)C>[NH3:10].[C:3]([O:7][C:8](=[O:26])[CH2:9][N:10]1[CH2:11][CH2:12][CH:13]([C:16]2[C:24]3[C:19](=[CH:20][C:21]([Br:25])=[CH:22][CH:23]=3)[N:18]([CH2:32][C:31]3[CH:34]=[CH:35][C:28]([F:27])=[CH:29][CH:30]=3)[N:17]=2)[CH2:14][CH2:15]1)([CH3:6])([CH3:4])[CH3:5] |f:0.1|. Procedure details: Sodium hydride (42 mg of a 60% dispersion in oil, 1.05 mmol) was added to a stirred solution of [4-(6-bromo-1H-indazol-3-yl)-piperidin-1-yl]-acetic acid tert-butyl ester (332 mg, 0.84 mmol) in DMF (7 ml) and after 30 min, a solution of 4-fluorobenzyl bromide (0.105 ml, 0.84 mmol), in DMF (7 ml) was added. The mixture stirred at +23° under nitrogen for 16 h, treated with water (25 ml), extracted with ethyl acetate (3×50 ml) and the combined, dried (Na2SO4) organic extracts were evaporated in vacu... Reactants: C1CCOC1, CCCCCC, CCOC(C)=O, O=C(Cl)Cl, O=C(OC(Cl)(Cl)Cl)OC(Cl)(Cl)Cl, CC(=O)CCC(=S)Nc1ccc2c(c1)C(CO)c1ccccc1-2, O=C1CCC(=O)N1O, c1ccncc1. The product is CC(=O)CCC(=S)Nc1ccc2c(c1)C(COC(=O)ON1C(=O)CCC1=O)c1ccccc1-2. RXN SMILES: [CH2:54]1[O:55][CH2:56][CH2:57][CH2:58]1.[CH3:59][CH2:60][CH2:61][CH2:62][CH2:63][CH3:64].[CH3:65][CH2:66][O:67][C:68](=[O:69])[CH3:70].[Cl:32][C:33]([Cl:34])=[O:35].[Cl:42][C:43]([Cl:44])([O:45][C:46](=[O:47])[O:48][C:49]([Cl:50])([Cl:51])[Cl:52])[Cl:53].[OH:1][CH2:2][CH:3]1[c:4]2[cH:5][cH:6][cH:7][cH:8][c:9]2-[c:10]2[cH:11][cH:12][c:13]([NH:16][C:17]([CH2:18][CH2:19][C:20]([CH3:21])=[O:22])=[S:23])[cH:14][c:15]21.[OH:24][N:25]1[C:26](=[O:31])[CH2:27][CH2:28][C:29]1=[O:30].[cH:36]1[cH:37][cH:38][n:39][cH:40][cH:41]1>>[O:1]([CH2:2][CH:3]1[c:4]2[cH:5][cH:6][cH:7][cH:8][c:9]2-[c:10]2[cH:11][cH:12][c:13]([NH:16][C:17]([CH2:18][CH2:19][C:20]([CH3:21])=[O:22])=[S:23])[cH:14][c:15]21)[C:33]([O:24][N:25]1[C:26](=[O:31])[CH2:27][CH2:28][C:29]1=[O:30])=[O:35].